This data is from the Open Reaction Database (ORD), a public repository of structured organic reaction records. The task is: describe an organic reaction: reactants, conditions, products, and yield Starting materials: CCOC(=O)COCCOCCOCCOC, CCO, NN, O. Product: COCCOCCOCCOCC(=O)NN. RXN SMILES: [C:1]([CH2:2][O:3][CH2:4][CH2:5][O:6][CH2:7][CH2:8][O:9][CH2:10][CH2:11][O:12][CH3:13])([O:15][CH2:14][CH3:16])=[O:17].[CH3:21][CH2:22][OH:23].[NH2:19][NH2:20].[OH2:18]>>[C:1]([CH2:2][O:3][CH2:4][CH2:5][O:6][CH2:7][CH2:8][O:9][CH2:10][CH2:11][O:12][CH3:13])(=[O:15])[NH:19][NH2:20]. The reactants are Cn1[nH]c(=O)c2c1NC1=C(C(=O)CC1)C2c1ccc(F)c(Br)c1, ClCCl, COC(=O)Cl, c1ccncc1. Yields the product COC(=O)n1c(=O)c2c(n1C)NC1=C(C(=O)CC1)C2c1ccc(F)c(Br)c1. As a reaction SMILES: [Br:1][c:2]1[cH:3][c:4]([CH:9]2[C:10]3=[C:11]([NH:12][c:13]4[c:14]2[c:15](=[O:19])[nH:16][n:17]4[CH3:18])[CH2:20][CH2:21][C:22]3=[O:23])[cH:5][cH:6][c:7]1[F:8].[CH2:35]([Cl:36])[Cl:37].[Cl:24][C:25](=[O:26])[O:27][CH3:28].[cH:29]1[cH:30][cH:31][n:32][cH:33][cH:34]1>>[Br:1][c:2]1[cH:3][c:4]([CH:9]2[C:10]3=[C:11]([NH:12][c:13]4[c:14]2[c:15](=[O:19])[n:16]([C:25](=[O:26])[O:27][CH3:28])[n:17]4[CH3:18])[CH2:20][CH2:21][C:22]3=[O:23])[cH:5][cH:6][c:7]1[F:8]. Reactants: Br, COC(=O)Cc1ccc(OC)cc1, ClC(Cl)(Cl)Cl, O=C1CCC(=O)N1Br. The product is COC(=O)C(Br)c1ccc(OC)cc1. As a reaction SMILES: [BrH:22].[CH3:1][O:2][c:3]1[cH:4][cH:5][c:6]([CH2:9][C:10](=[O:11])[O:12][CH3:13])[cH:7][cH:8]1.[Cl:23][C:24]([Cl:25])([Cl:26])[Cl:27].[O:14]=[C:15]1[N:16]([Br:21])[C:17](=[O:18])[CH2:19][CH2:20]1>>[CH3:1][O:2][c:3]1[cH:4][cH:5][c:6]([CH:9]([C:10](=[O:11])[O:12][CH3:13])[Br:21])[cH:7][cH:8]1. Reactants: FC(OC1=CC=C(C=C1)NC(=O)N1N=C(C(C1)(C)C=O)C1=CC=C(C=C1)Cl)(F)F (N-(4-trifluoromethoxyphenyl)-3-(4-chlorophenyl)-4-formyl-4-methyl-4,5-dihydro-1H-pyrazole-1-carboxamide), C1(=CC=CC=C1)P(C1=CC=CC=C1)C1=CC=CC=C1 (triphenyl phosphine), CC(C)([O-])C.[K+] (potassium t-butoxide), C(Cl)(Cl)Cl (chloroform). Solvent: C1CCOC1 (THF), C1CCOC1 (THF). Run at temperature -70 celsius, time 5 minute. Yields the product FC(OC1=CC=C(C=C1)NC(=O)N1N=C(C(C1)(C)C=C(Cl)Cl)C1=CC=C(C=C1)Cl)(F)F (N-(4-trifluoromethoxyphenyl)-3 -(4-chlorophenyl)-4-(2,2-dichlorovinyl)-4-methyl-4,5-dihydro-1H-pyrazole-1-carboxamide). As a reaction SMILES: C1(P(C2C=CC=CC=2)C2C=CC=CC=2)C=CC=CC=1.CC(C)([O-])C.[K+].[CH:26]([Cl:29])(Cl)[Cl:27].[F:30][C:31]([F:58])([F:57])[O:32][C:33]1[CH:38]=[CH:37][C:36]([NH:39][C:40]([N:42]2[CH2:46][C:45]([CH:48]=O)([CH3:47])[C:44]([C:50]3[CH:55]=[CH:54][C:53]([Cl:56])=[CH:52][CH:51]=3)=[N:43]2)=[O:41])=[CH:35][CH:34]=1>C1COCC1>[F:58][C:31]([F:30])([F:57])[O:32][C:33]1[CH:38]=[CH:37][C:36]([NH:39][C:40]([N:42]2[CH2:46][C:45]([CH:47]=[C:26]([Cl:29])[Cl:27])([CH3:48])[C:44]([C:50]3[CH:51]=[CH:52][C:53]([Cl:56])=[CH:54][CH:55]=3)=[N:43]2)=[O:41])=[CH:35][CH:34]=1 |f:1.2|. Procedure details: To 6.5 g of triphenyl phosphine and 2.5 g of potassium t-butoxide dissolved in 75 ml of THF and cooled to -70° C. was added 3.5 g of chloroform. After stiring for 5 minutes a solution of 3.9 g of N-(4-trifluoromethoxyphenyl)-3-(4-chlorophenyl)-4-formyl-4-methyl-4,5-dihydro-1H-pyrazole-1-carboxamide in 10 ml of THF is added and the mixture is allowed to warm to 10° C. over 1 hour. The resulting mixture is partitioned between ether and water, dried, rotovaped and chromatographed (ether/hexane) on ...